From a dataset of the Open Reaction Database (ORD), a public repository of structured organic reaction records. describe an organic reaction: reactants, conditions, products, and yield Starting materials: ice water, ClCCSSCCCl (bis(2-chloroethyl)disulfide), CC1=CC=C(CN2CCNCC2)C=C1 ((4-methylbenzyl)piperazine), [OH-].[K+] (potassium hydroxide). Solvent: CS(=O)C (dimethylsulfoxide), CS(=O)C (dimethylsulfoxide). Run at time 4 hour. Yields the product C(CSSCCN1CCN(CC1)CC1=CC=C(C=C1)C)N1CCN(CC1)CC1=CC=C(C=C1)C (1,1'-(Dithiodi-2,1-ethanediyl)bis[4-(4-methylbenzyl)piperazine]). Reaction SMILES: Cl[CH2:2][CH2:3][S:4][S:5][CH2:6][CH2:7]Cl.[CH3:9][C:10]1[CH:22]=[CH:21][C:13]([CH2:14][N:15]2[CH2:20][CH2:19][NH:18][CH2:17][CH2:16]2)=[CH:12][CH:11]=1.[OH-].[K+]>CS(C)=O>[CH2:2]([N:18]1[CH2:19][CH2:20][N:15]([CH2:14][C:13]2[CH:21]=[CH:22][C:10]([CH3:9])=[CH:11][CH:12]=2)[CH2:16][CH2:17]1)[CH2:3][S:4][S:5][CH2:6][CH2:7][N:18]1[CH2:19][CH2:20][N:15]([CH2:14][C:13]2[CH:12]=[CH:11][C:10]([CH3:9])=[CH:22][CH:21]=2)[CH2:16][CH2:17]1 |f:2.3|. Procedure details: A solution of bis(2-chloroethyl)disulfide (2.9 g) in dimethylsulfoxide (5 ml) is added dropwise to a warmed mixture of (4-methylbenzyl)piperazine (5.7 g), potassium hydroxide (5.0 g), and dimethylsulfoxide (55 ml). The resulting mixture is stirred an additional 4 hours after which it is poured over ice/water and the product extracted with methylene chloride, dried and concentrated. The resulting oil (6.5 g) is purified on a silica gel column (methylene chloride:methanol, 95:5), and the salt prec... Reactants: C1CCOC1, Cc1c(C(=O)O)cn(C)c1-c1ccccc1C(F)(F)F, CS(=O)(=O)c1ccc(N)cc1, CCN(C(C)C)C(C)C, O=C(Cl)C(=O)Cl, ClCCl. Product: Cc1c(C(=O)Nc2ccc(S(C)(=O)=O)cc2)cn(C)c1-c1ccccc1C(F)(F)F. As a reaction SMILES: [CH2:50]1[O:51][CH2:52][CH2:53][CH2:54]1.[CH3:1][n:2]1[cH:3][c:4]([C:18](=[O:19])[OH:20])[c:5]([CH3:17])[c:6]1-[c:7]1[c:8]([C:13]([F:14])([F:15])[F:16])[cH:9][cH:10][cH:11][cH:12]1.[CH3:27][S:28](=[O:29])(=[O:30])[c:31]1[cH:32][cH:33][c:34]([NH2:35])[cH:36][cH:37]1.[CH:38]([N:39]([CH2:40][CH3:41])[CH:42]([CH3:43])[CH3:44])([CH3:45])[CH3:46].[Cl:21][C:22]([C:23]([Cl:24])=[O:25])=[O:26].[Cl:47][CH2:48][Cl:49]>>[CH3:1][n:2]1[cH:3][c:4]([C:18](=[O:20])[NH:35][c:34]2[cH:33][cH:32][c:31]([S:28]([CH3:27])(=[O:29])=[O:30])[cH:37][cH:36]2)[c:5]([CH3:17])[c:6]1-[c:7]1[c:8]([C:13]([F:14])([F:15])[F:16])[cH:9][cH:10][cH:11][cH:12]1. The reactants are FC1=C(C(=O)[O-])C(=CC=C1N(S(=O)(=O)CCC)S(=O)(=O)CCCF)F (2,6-Difluoro-3-(N-(3-fluoropropylsulfonyl)propylsulfonamido)benzoate), [OH-].[Li+] (lithium hydroxide). Solvent: C1CCOC1.CO (THF MeOH), O (water). Reaction conditions: time 4 hour. The product is FC1=C(C(=O)O)C(=CC=C1NS(=O)(=O)CCCF)F (2,6-difluoro-3-(3-fluoropropylsulfonamido)benzoic acid). The yield is 82.1%. Reaction SMILES: [F:1][C:2]1[C:10]([N:11]([S:18]([CH2:21][CH2:22][CH2:23][F:24])(=[O:20])=[O:19])S(CCC)(=O)=O)=[CH:9][CH:8]=[C:7]([F:25])[C:3]=1[C:4]([O-:6])=[O:5].[OH-].[Li+]>C1COCC1.CO.O>[F:1][C:2]1[C:10]([NH:11][S:18]([CH2:21][CH2:22][CH2:23][F:24])(=[O:19])=[O:20])=[CH:9][CH:8]=[C:7]([F:25])[C:3]=1[C:4]([OH:6])=[O:5] |f:1.2,3.4|. Procedure: 2,6-Difluoro-3-(N-(3-fluoropropylsulfonyl)propylsulfonamido)benzoate (38 g, 120 mmol) was dissolved in 5:2 THF/MeOH (250 mL), and a solution of lithium hydroxide (8.77 g, 366 mmol) in water (50 mL) was added. The reaction mixture was stirred at room temperature for four hours. The majority of the organic solvents were then removed in vacuo. 2.5N HCl (500 mL) was slowly added to the mixture, and the resulting solid was filtered and rinsed with cold ether to give 2,6-difluoro-3-(3-fluoropropylsulf... The reactants are COc1nc2c(=O)[nH]ncc3nn(C4OC(CO)C(O)C4(C)O)cc1c32, N. The product is CC1(O)C(O)C(CO)OC1n1cc2c(N)nc3c(=O)[nH]ncc(n1)c23. RXN SMILES: [CH3:1][O:2][c:3]1[n:4][c:5]2[c:6](=[O:26])[nH:7][n:8][cH:9][c:10]3[c:11]2[c:12]1[cH:13][n:14]([CH:16]1[C:17]([OH:18])([CH3:25])[CH:19]([OH:20])[CH:21]([CH2:23][OH:24])[O:22]1)[n:15]3.[NH3:27]>>[c:3]1([NH2:27])[n:4][c:5]2[c:6](=[O:26])[nH:7][n:8][cH:9][c:10]3[c:11]2[c:12]1[cH:13][n:14]([CH:16]1[C:17]([OH:18])([CH3:25])[CH:19]([OH:20])[CH:21]([CH2:23][OH:24])[O:22]1)[n:15]3. The reactants are CS(C)=O, N#Cc1ccc(F)cc1Cl, CC(C)(C)OC(=O)CC(N)C(=O)O, [Na+], O=C([O-])O, O. Yields the product CC(C)(C)OC(=O)CC(Nc1ccc(C#N)c(Cl)c1)C(=O)O. Reaction SMILES: [CH3:29][S:30]([CH3:31])=[O:32].[Cl:1][c:2]1[c:3]([C:4]#[N:5])[cH:6][cH:7][c:8]([F:10])[cH:9]1.[NH2:11][CH:12]([C:13](=[O:14])[OH:15])[CH2:16][C:17](=[O:18])[O:19][C:20]([CH3:21])([CH3:22])[CH3:23].[Na+:28].[O-:24][C:25]([OH:26])=[O:27].[OH2:33]>>[Cl:1][c:2]1[c:3]([C:4]#[N:5])[cH:6][cH:7][c:8]([NH:11][CH:12]([C:13](=[O:14])[OH:15])[CH2:16][C:17](=[O:18])[O:19][C:20]([CH3:21])([CH3:22])[CH3:23])[cH:9]1. Starting materials: C1(CC1)N (cyclopropylamine), ON1N=NC2=C1C=CC=C2 (1-hydroxy-1H-benzotriazole), Cl.CN(CCCN=C=NCC)C (1-(3-dimethylaminopropyl)-3-ethylcarbodiimide hydrochloride), O=C1NC=C(C2=CC=CC=C12)C(=O)O (1-oxo-1,2-dihydroisoquinoline-4-carboxylic acid). The solvent is C(C)#N (acetonitrile), C(C)(=O)OCC (ethyl acetate). Conditions: time 8 hour. Product: C1(CC1)NC(=O)C1CNC(C2=CC=CC=C12)=O (N-Cyclopropyl-1-oxo-1,2,3,4-tetrahydroisoquinoline-4-carboxamide). RXN SMILES: [O:1]=[C:2]1[C:11]2[C:6](=[CH:7][CH:8]=[CH:9][CH:10]=2)[C:5]([C:12]([OH:14])=O)=[CH:4][NH:3]1.[CH:15]1([NH2:18])[CH2:17][CH2:16]1.ON1C2C=CC=CC=2N=N1.Cl.CN(C)CCCN=C=NCC>C(#N)C.C(OCC)(=O)C>[CH:15]1([NH:18][C:12]([CH:5]2[C:6]3[C:11](=[CH:10][CH:9]=[CH:8][CH:7]=3)[C:2](=[O:1])[NH:3][CH2:4]2)=[O:14])[CH2:17][CH2:16]1 |f:3.4|. Procedure details: 2.50 g (12.30 mmol) of methyl 1-oxo-1,2-dihydroisoquinoline-4-carboxylate and 1.30 g of 10% strength palladium on carbon were suspended in an autoclave, and the mixture was hydrogenated at 70° C. and 20 bar of hydrogen for 4 h. The autoclave was vented, after which the catalyst was filtered off and the solvent was removed under reduced pressure, and the crude product was purified by chromatography (ethyl acetate: n-heptane 2:1). This gave 2.28 g (88%) of the desired methyl 1-oxo-1,2,3,4-tetrahyd... Reactants: Boc, C(C)(C)(C)OC(=O)N[C@@H](C[C@H](C(=O)O)C)C(=O)O ((2S, 4R)-N-t-butoxycarbonyl- 4-methyl glutamic acid). The solvent is FC(C(=O)O)(F)F.C(Cl)Cl (trifluoroacetic acid methylene chloride). Run at time 48 hour. Yields the product C[C@H](C[C@H](N)C(=O)O)C(=O)O ((2S, 4R)-4-Methyl Glutamic Acid). RXN SMILES: C(OC([NH:8][C@H:9]([C:16]([OH:18])=[O:17])[CH2:10][C@@H:11]([CH3:15])[C:12]([OH:14])=[O:13])=O)(C)(C)C>FC(F)(F)C(O)=O.C(Cl)Cl>[CH3:15][C@@H:11]([C:12]([OH:14])=[O:13])[CH2:10][C@@H:9]([C:16]([OH:18])=[O:17])[NH2:8] |f:1.2|. Procedure: The Boc-protected diacid, (2S, 4R)-N-t-butoxycarbonyl- 4-methyl glutamic acid, was subjected to a mixture of trifluoroacetic acid:methylene chloride (40:60, 100 mL) for 3 hr at room temperature. The volatiles were removed in vacuo and the residue was azeotroped with toluene (50 mL). Water (150 mL) was added and the aqueous phase extracted with a 5% solution of trioctylamine in chloroform (3 x 200 mL). The combined organic phases were washed with water (50 mL) and the combined aqueous phases evap...